This data is from the Open Reaction Database (ORD), a public repository of structured organic reaction records. The task is: describe an organic reaction: reactants, conditions, products, and yield The reactants are Fc1cc(Br)ccn1, NN, c1ccncc1. Yields the product NNc1cc(Br)ccn1. RXN SMILES: [F:1][c:2]1[n:3][cH:4][cH:5][c:6]([Br:8])[cH:7]1.[NH2:9][NH2:10].[cH:11]1[cH:12][cH:13][n:14][cH:15][cH:16]1>>[c:2]1([NH:9][NH2:10])[n:3][cH:4][cH:5][c:6]([Br:8])[cH:7]1.